Dataset: the Open Reaction Database (ORD), a public repository of structured organic reaction records. Task: describe an organic reaction: reactants, conditions, products, and yield Starting materials: OCCSC=1SC(=C(N1)C1=CC=C(C=C1)OC)C1=CC=C(C=C1)OC (2-(2-hydroxyethylthio)-4,5-bis-(p-methoxyphenyl)-thiazole), C(C)(=O)OC(C)=O (acetic anhydride). Product: C(C)(=O)OCCSC=1SC(=C(N1)C1=CC=C(C=C1)OC)C1=CC=C(C=C1)OC (2-(2-Acetoxyethylthio)-4,5-bis-(p-methoxyphenyl)-thiazole). Reaction SMILES: [OH:1][CH2:2][CH2:3][S:4][C:5]1[S:6][C:7]([C:18]2[CH:23]=[CH:22][C:21]([O:24][CH3:25])=[CH:20][CH:19]=2)=[C:8]([C:10]2[CH:15]=[CH:14][C:13]([O:16][CH3:17])=[CH:12][CH:11]=2)[N:9]=1.[C:26](OC(=O)C)(=[O:28])[CH3:27]>>[C:26]([O:1][CH2:2][CH2:3][S:4][C:5]1[S:6][C:7]([C:18]2[CH:19]=[CH:20][C:21]([O:24][CH3:25])=[CH:22][CH:23]=2)=[C:8]([C:10]2[CH:11]=[CH:12][C:13]([O:16][CH3:17])=[CH:14][CH:15]=2)[N:9]=1)(=[O:28])[CH3:27]. Reported procedure: 5.0 g of 2-(2-hydroxyethylthio)-4,5-bis-(p-methoxyphenyl)-thiazole are suspended in 50 ml of acetic anhydride and, while stirring, the suspension is heated to the boil and refluxed for 15 minutes. The product is concentrated to dryness by evaporation under reduced pressure, two 30 ml portions of xylene are added, with concentration by evaporation being carried out again after each addition to remove traces of acetic anhydride, and the residue is dried under reduced pressure. 2-(2-Acetoxyethylthi... Starting materials: CS(=O)(=O)C=1C=C(C=CC1)C1=CC=CC=2N1N=C(N2)N (5-(3-methanesulfonyl-phenyl)-[1,2,4]triazolo[1,5-a]pyridin-2-ylamine), BrC1=CC=C(CN2CCOCC2)C=C1 (4-(4-bromobenzyl)morpholine). Product: CS(=O)(=O)C=1C=C(C=CC1)C1=CC=CC=2N1N=C(N2)NC2=CC=C(C=C2)CN2CCOCC2 ([5-(3-Methanesulfonyl-phenyl)-[1,2,4]triazolo[1,5-a]pyridin-2-yl]-(4-morpholin-4-ylmethyl-phenyl)-amine), N1(CCOCC1)CC1=CC=C(C=C1)N ((4-morpholin-4-ylmethyl-phenyl)-amine). Isolated yield 285.5%. RXN SMILES: [CH3:1][S:2]([C:5]1[CH:6]=[C:7]([C:11]2[N:16]3[N:17]=[C:18]([NH2:20])[N:19]=[C:15]3[CH:14]=[CH:13][CH:12]=2)[CH:8]=[CH:9][CH:10]=1)(=[O:4])=[O:3].Br[C:22]1[CH:34]=[CH:33][C:25]([CH2:26][N:27]2[CH2:32][CH2:31][O:30][CH2:29][CH2:28]2)=[CH:24][CH:23]=1>>[CH3:1][S:2]([C:5]1[CH:6]=[C:7]([C:11]2[N:16]3[N:17]=[C:18]([NH:20][C:22]4[CH:23]=[CH:24][C:25]([CH2:26][N:27]5[CH2:32][CH2:31][O:30][CH2:29][CH2:28]5)=[CH:33][CH:34]=4)[N:19]=[C:15]3[CH:14]=[CH:13][CH:12]=2)[CH:8]=[CH:9][CH:10]=1)(=[O:3])=[O:4].[N:27]1([CH2:26][C:25]2[CH:33]=[CH:34][C:22]([NH2:16])=[CH:23][CH:24]=2)[CH2:32][CH2:31][O:30][CH2:29][CH2:28]1. Procedure details: [5-(3-Methanesulfonyl-phenyl)-[1,2,4]triazolo[1,5-a]pyridin-2-yl]-(4-morpholin-4-ylmethyl-phenyl)-amine was prepared from 5-(3-methanesulfonyl-phenyl)-[1,2,4]triazolo[1,5-a]pyridin-2-ylamine (125 mg, 0.43 mmol) and 4-(4-bromobenzyl)morpholine (122 mg, 0.48 mmol) in a manner analogous to Example 77 to yield 5-(3-methanesulfonyl-phenyl)-[1,2,4]triazolo[1,5-a]pyridin-2-yl]-(4-morpholin-4-ylmethyl-phenyl)-amine (118 mg, 59%) as an off-white powder following purification on a 4 g Isco silica gel colu... The reactants are Cc1ccc(C)c(N2CCN(C(=O)C3CNC(=O)N3c3ccccc3)CC2)c1, O=S(=O)(Cl)c1cc(Cl)ccc1Cl, [H-], [Na+]. The product is Cc1ccc(C)c(N2CCN(C(=O)C3CN(S(=O)(=O)c4cc(Cl)ccc4Cl)C(=O)N3c3ccccc3)CC2)c1. Reaction SMILES: [CH3:1][c:2]1[c:3]([N:9]2[CH2:10][CH2:11][N:12]([C:15](=[O:16])[CH:17]3[CH2:18][NH:19][C:20](=[O:28])[N:21]3[c:22]3[cH:23][cH:24][cH:25][cH:26][cH:27]3)[CH2:13][CH2:14]2)[cH:4][c:5]([CH3:8])[cH:6][cH:7]1.[Cl:31][c:32]1[c:33]([S:39](=[O:40])(=[O:41])[Cl:42])[cH:34][c:35]([Cl:38])[cH:36][cH:37]1.[H-:29].[Na+:30]>>[CH3:1][c:2]1[c:3]([N:9]2[CH2:10][CH2:11][N:12]([C:15](=[O:16])[CH:17]3[CH2:18][N:19]([S:39]([c:33]4[c:32]([Cl:31])[cH:37][cH:36][c:35]([Cl:38])[cH:34]4)(=[O:40])=[O:41])[C:20](=[O:28])[N:21]3[c:22]3[cH:23][cH:24][cH:25][cH:26][cH:27]3)[CH2:13][CH2:14]2)[cH:4][c:5]([CH3:8])[cH:6][cH:7]1. The reactants are C(C)(C)N(CC)C(C)C (diisopropylethylamine), [Si](C)(C)(C(C)(C)C)Cl (t-butyldimethylsilyl chloride), CC(CCC#N)(CO)C (4,4-dimethyl-5-hydroxyvaleronitrile). Reagents/catalysts: CN(C1=CC=NC=C1)C (4-dimethylaminopyridine). Solvent: C(Cl)Cl (CH2Cl2). Conditions: temperature 20 celsius, time 18 hour. The product is CC(CCC#N)(CO[Si](C)(C)C(C)(C)C)C (4,4-Dimethyl-5-t-butyldimethylsilyloxyvaleronitrile). Yield: 69.0%. As a reaction SMILES: [CH3:1][C:2]([CH3:9])([CH2:7][OH:8])[CH2:3][CH2:4][C:5]#[N:6].C(N(C(C)C)CC)(C)C.[Si:19](Cl)([C:22]([CH3:25])([CH3:24])[CH3:23])([CH3:21])[CH3:20]>C(Cl)Cl.CN(C)C1C=CN=CC=1>[CH3:1][C:2]([CH3:9])([CH2:7][O:8][Si:19]([C:22]([CH3:25])([CH3:24])[CH3:23])([CH3:21])[CH3:20])[CH2:3][CH2:4][C:5]#[N:6]. Procedure details: To a solution of 16.13 g (0.127 mmol) of 4,4-dimethyl-5-hydroxyvaleronitrile in 250 mL of dry CH2Cl2 was added, at 20° C., in 2 min., 24.2 mL (0.139 mmol; 1.09 eq) of diisopropylethylamine, followed after 5 min. by 25.0 g (0.165 mmol; 1.3 eq) of solid t-butyldimethylsilyl chloride, all at once. Then, 1.55 g (0.0127 mmol; 0.1 eq) of 4-dimethylaminopyridine was added and the whole was stirred at 20° C. during 18h. After removing the solvent under vacuum (aspirator) the brown residue was taken up i... The reactants are CC1(CC=C(CC1)C1=NC(=CC=C1NC(=O)C=1NC(=CN1)C#N)C(C)(C)O)C (5-Cyano-1H-imidazole-2-carboxylic acid [2-(4,4-dimethyl-cyclohex-1-enyl)-6-(1-hydroxy-1-methyl-ethyl)-pyridin-3-yl]-amide), N1CCOCC1 (morpholine), S(=O)(Cl)Cl (thionyl chloride). The solvent is C(Cl)Cl (DCM). Yields the product CC1(CC=C(CC1)C1=NC(=CC=C1NC(=O)C=1NC(=CN1)C#N)C(C)(N1CCOCC1)C)C (5-Cyano-1H-imidazole-2-carboxylic acid [2-(4,4-dimethyl-cyclohex-1-enyl)-6-(1-methyl-1-morpholin-4-yl-ethyl)-pyridin-3-yl]-amide). Reaction SMILES: [CH3:1][C:2]1([CH3:28])[CH2:7][CH2:6][C:5]([C:8]2[C:13]([NH:14][C:15]([C:17]3[NH:18][C:19]([C:22]#[N:23])=[CH:20][N:21]=3)=[O:16])=[CH:12][CH:11]=[C:10]([C:24](O)([CH3:26])[CH3:25])[N:9]=2)=[CH:4][CH2:3]1.[NH:29]1[CH2:34][CH2:33][O:32][CH2:31][CH2:30]1.S(Cl)(Cl)=O>C(Cl)Cl>[CH3:28][C:2]1([CH3:1])[CH2:7][CH2:6][C:5]([C:8]2[C:13]([NH:14][C:15]([C:17]3[NH:18][C:19]([C:22]#[N:23])=[CH:20][N:21]=3)=[O:16])=[CH:12][CH:11]=[C:10]([C:24]([CH3:26])([N:29]3[CH2:34][CH2:33][O:32][CH2:31][CH2:30]3)[CH3:25])[N:9]=2)=[CH:4][CH2:3]1. Procedure details: The title compound is prepared from 5-cyano-1H-imidazole-2-carboxylic acid [2-(4,4-dimethyl-cyclohex-1-enyl)-6-(1-hydroxy-1-methyl-ethyl)-pyridin-3-yl]-amide (as prepared in Example 56, step (e)), morpholine, and thionyl chloride in DCM solvent according to the procedure in Example 14, step (e). Reactants: perylenetetracarboxylic dianhydride, C1(=C(C(=C2C(=CC=C3C4=CC=CC5=CC=CC(C1=C23)=C45)C(=O)O)C(=O)O)C(=O)O)C(=O)O.C(CCCCCCCCCCCCCCCCC)(=O)O (perylenetetracarboxylic acid stearic acid), MgCl2.6H2O, anhydride imide, Cl (hydrochloric acid), C(CCCCCCCCCCCCCCCCC)(=O)O (stearic acid), C(CCCCCCCCCCCCCCCCC)N (stearylamine). The solvent is [K] (potassium), C1(=C(C(=C2C(=CC=C3C4=CC=CC5=CC=CC(C1=C23)=C45)C(=O)O)C(=O)O)C(=O)O)C(=O)O (perylenetetracarboxylic acid), [OH-].[K+] (potassium hydroxide), [OH-].[K+] (potassium hydroxide), C(C)(C)O (isopropanol). Product: 29.8, C1=CC=C2C=CC=C3C4=CC=CC5=CC=CC(C1=C23)=C45 (perylene). RXN SMILES: C(O)(=O)CCCCCCCCCCCCCCCCC.[C:21]1(C(O)=O)[C:38]2=[C:39]3[C:28]([C:29]4[C:40]5[C:33](=[CH:34][CH:35]=[CH:36][C:37]2=5)[CH:32]=[CH:31][CH:30]=4)=[CH:27][CH:26]=[C:25](C(O)=O)[C:24]3=[C:23](C(O)=O)[C:22]=1C(O)=O.C(O)(=O)CCCCCCCCCCCCCCCCC.C(N)CCCCCCCCCCCCCCCCC.Cl>[K].C1(C(O)=O)C2=C3C(C4C5C(=CC=CC2=5)C=CC=4)=CC=C(C(O)=O)C3=C(C(O)=O)C=1C(O)=O.[OH-].[K+].C(O)(C)C>[CH:36]1[C:37]2=[C:40]3[C:29]([C:28]4[C:39]5[C:24](=[CH:23][CH:22]=[CH:21][C:38]2=5)[CH:25]=[CH:26][CH:27]=4)=[CH:30][CH:31]=[CH:32][C:33]3=[CH:34][CH:35]=1 |f:1.2,7.8,^1:92|. Procedure details: 27.4 parts of crude perylenetetracarboxylic dianhydride in the form of the potassium salt of perylenetetracarboxylic acid are dissolved in aqueous potassium hydroxide solution as described in Example 1. To this solution are added 2 parts of stearic acid, dissolved in 60 parts by volume of 1% potassium hydroxide solution. With stirring, the alkaline perylenetetracarboxylic acid/stearic acid solution is added dropwise in the course of 15 minutes at 60° C. to a suspension consisting of 1.4 parts of... The reactants are C1(=CC=CC=C1)P(CCP(C1=CC=CC=C1)C1=CC=CC=C1)C1=CC=CC=C1 (1,2-bis-(diphenylphosphino)ethane), C(C)(=O)OC(C=C)(C=1C=NC=CC1)C1=CC=C(C=C1)Cl (3-acetoxy-3-(4-chlorophenyl)-3-(3-pyridyl)-1-propene), CNC (dimethylamine), solution. Reagents/catalysts: C/C(=C/C(=O)C)/[O-].C/C(=C/C(=O)C)/[O-].[Pd+2] (Palladium acetylacetonate). The solvent is O1CCCC1 (tetrahydrofuran), O1CCCC1 (tetrahydrofuran). Run at temperature 55 celsius. Yields the product ClC1=CC=C(C=C1)C(=CCN(C)C)C=1C=NC=CC1 (3-(4-Chlorophenyl)-N,N-dimethyl-3-(3-pyridyl)allylamine). The yield is 79.0%. Reaction SMILES: C1(P(C2C=CC=CC=2)CCP(C2C=CC=CC=2)C2C=CC=CC=2)C=CC=CC=1.C(O[C:33]([C:42]1[CH:47]=[CH:46][C:45]([Cl:48])=[CH:44][CH:43]=1)([C:36]1[CH:37]=[N:38][CH:39]=[CH:40][CH:41]=1)[CH:34]=[CH2:35])(=O)C.[CH3:49][NH:50][CH3:51]>O1CCCC1.C/C(/[O-])=C/C(C)=O.C/C(/[O-])=C/C(C)=O.[Pd+2]>[Cl:48][C:45]1[CH:46]=[CH:47][C:42]([C:33]([C:36]2[CH:37]=[N:38][CH:39]=[CH:40][CH:41]=2)=[CH:34][CH2:35][N:50]([CH3:51])[CH3:49])=[CH:43][CH:44]=1 |f:4.5.6|. Reported procedure: Palladium acetylacetonate (9.3 mg, 0.03 mmol), 1,2-bis-(diphenylphosphino)ethane (17.5 mg, 0.04 mmol) and 3-acetoxy-3-(4-chlorophenyl)-3-(3-pyridyl)-1-propene (0.211 g, 0.73 mmol) was dissolved in tetrahydrofuran (2.2 ml) at room temperature under nitrogen. A solution of dimethylamine in tetrahydrofuran (3.2 ml of a 2.5 M solution) was added. The resulting solution was warmed to 55° C. and allowed to react for 1 h and 40 min. Evaporation of the solvent and work-up by preparative TLC (SiO2, ethyl... Reactants: C(C)(C)(C)OC(=O)N1[C@@H](CCCC1)CN ((S)-2-aminomethyl-piperidine-1-carboxylic acid tert-butyl ester), ClC1=NC2=NC=CC=C2C=C1 (2-chloro-1,8-naphthyridine). Product: C(C)(C)(C)OC(=O)N1[C@@H](CCCC1)CNC1=NC2=NC=CC=C2C=C1 ((S)-2-(1,8-Naphthyridin-2-ylamino)methyl-piperidine-1-carboxylic acid tert butyl ester). Isolated yield 70.8%. Reaction SMILES: [C:1]([O:5][C:6]([N:8]1[CH2:13][CH2:12][CH2:11][CH2:10][C@H:9]1[CH2:14][NH2:15])=[O:7])([CH3:4])([CH3:3])[CH3:2].Cl[C:17]1[CH:26]=[CH:25][C:24]2[C:19](=[N:20][CH:21]=[CH:22][CH:23]=2)[N:18]=1>>[C:1]([O:5][C:6]([N:8]1[CH2:13][CH2:12][CH2:11][CH2:10][C@H:9]1[CH2:14][NH:15][C:17]1[CH:26]=[CH:25][C:24]2[C:19](=[N:20][CH:21]=[CH:22][CH:23]=2)[N:18]=1)=[O:7])([CH3:4])([CH3:3])[CH3:2]. Procedure: The title compound (0.28 g) was prepared from (S)-2-aminomethyl-piperidine-1-carboxylic acid tert-butyl ester (0.35 g) and 2-chloro-1,8-naphthyridine (0.19 g) according to the method of D30.